This data is from the Open Reaction Database (ORD), a public repository of structured organic reaction records. The task is: describe an organic reaction: reactants, conditions, products, and yield Reported procedure: Sodium hydride (86 mg of a 50% dispersion in oil) was added to a stirred solution of 7-amino-5-[3,5-difluorophenyl]-2-(2-furyl)-1,2,4-triazolo[1,5-a][1,3,5]triazine (0.421 g) in dimethylformamide (5 ml). The mixture was stirred until the effervesence had ceased and a clear solution was obtained. Iodomethane (0.256 g, 0.11 ml) was then added and the reaction mixture was stirred at ambient temperature for 2 hours. Water (25 ml) and glacial acetic (0.5 ml) were then added and the resulting aqueous ... The product is FC=1C=C(C=C(C1)F)C1=NC=2N(C(=N1)NC)N=C(N2)C=2OC=CC2 (5-[3,5-difluorophenyl]-2-(2-furyl)-7-methylamino-[1,2,4]triazolo[1,5-a][1,3,5]triazine). Reaction SMILES: [H-].[Na+].[NH2:3][C:4]1[N:9]2[N:10]=[C:11]([C:13]3[O:14][CH:15]=[CH:16][CH:17]=3)[N:12]=[C:8]2[N:7]=[C:6]([C:18]2[CH:23]=[C:22]([F:24])[CH:21]=[C:20]([F:25])[CH:19]=2)[N:5]=1.IC.[CH3:28]C(OCC1C2C(=CC=CC=2)C(COC(C)=O)=C2C=1C=CC=C2)=O>CN(C)C=O.O>[F:25][C:20]1[CH:19]=[C:18]([C:6]2[N:5]=[C:4]([NH:3][CH3:28])[N:9]3[N:10]=[C:11]([C:13]4[O:14][CH:15]=[CH:16][CH:17]=4)[N:12]=[C:8]3[N:7]=2)[CH:23]=[C:22]([F:24])[CH:21]=1 |f:0.1|. The reactants are CC(=O)OCC1=C2C=CC=CC2=C(C3=CC=CC=C31)COC(=O)C (acetic), [H-].[Na+] (Sodium hydride), NC1=NC(=NC=2N1N=C(N2)C=2OC=CC2)C2=CC(=CC(=C2)F)F (7-amino-5-[3,5-difluorophenyl]-2-(2-furyl)-1,2,4-triazolo[1,5-a][1,3,5]triazine), IC (Iodomethane). Run in O (Water), CN(C=O)C (dimethylformamide). The reactants are O (water), BrCC1=C(C(=CC=C1)C1=CC=CC=C1)C(=O)OC (methyl bromomethyl-(1,1'-biphenyl)-2-carboxylate), BrC1=C(N=C(N1)CCCC)C=O (5-bromo-2-butyl-1H-imidazole-4-carboxaldehyde), C([O-])(O)=O.[K+] (potassium bicarbonate). Solvent: CN(C=O)C (dimethylformamide), CN(C=O)C (dimethylformamide). Conditions: time 5 minute. Product: BrC=1N=C(N(C1C=O)CC1=CC=C(C=C1)C=1C(=CC=CC1)C(=O)OC)CCCC (Methyl 4'-[[4-bromo-2-butyl-5-formyl-1H-imidazol-1-yl]-methyl]-(1,1'-biphenyl)-2-carboxylate). Reaction SMILES: [Br:1][C:2]1[NH:6][C:5]([CH2:7][CH2:8][CH2:9][CH3:10])=[N:4][C:3]=1[CH:11]=[O:12].[C:13](=O)(O)[O-].[K+].BrC[C:20]1[CH:25]=[CH:24][CH:23]=[C:22]([C:26]2[CH:31]=[CH:30][CH:29]=[CH:28][CH:27]=2)[C:21]=1[C:32]([O:34][CH3:35])=[O:33].O>CN(C)C=O>[Br:1][C:2]1[N:6]=[C:5]([CH2:7][CH2:8][CH2:9][CH3:10])[N:4]([CH2:13][C:29]2[CH:28]=[CH:27][C:26]([C:22]3[C:21]([C:32]([O:34][CH3:35])=[O:33])=[CH:20][CH:25]=[CH:24][CH:23]=3)=[CH:31][CH:30]=2)[C:3]=1[CH:11]=[O:12] |f:1.2|. Procedure details: 3.7 g of the product of Step B were introduced into 50 ml of dimethylformamide and 2.46 g of potassium bicarbonate were added with stirring. Then, the mixture stood for about 5 minutes and 5.86 g of methyl bromomethyl-(1,1'-biphenyl)-2-carboxylate (prepared according to EP 0,253,310) in 55 ml of dimethylformamide were added. The mixture stood for 3 days at ambient temperature and the reaction medium was hydrolyzed with 100 ml of water, then extracted with ethyl acetate. The extracts were washed ... The reactants are NCCC(=O)O, c1ccc(Oc2c3ccccc3nc3ccccc23)cc1, Oc1ccccc1. Product: O=C(O)CCNc1c2ccccc2nc2ccccc12. RXN SMILES: [NH2:1][CH2:2][CH2:3][C:4](=[O:5])[OH:6].[O:7]([c:8]1[cH:9][cH:10][cH:11][cH:12][cH:13]1)[c:14]1[c:15]2[cH:16][cH:17][cH:18][cH:19][c:20]2[n:21][c:22]2[cH:23][cH:24][cH:25][cH:26][c:27]12.[OH:28][c:29]1[cH:30][cH:31][cH:32][cH:33][cH:34]1>>[NH:1]([CH2:2][CH2:3][C:4](=[O:5])[OH:6])[c:14]1[c:15]2[cH:16][cH:17][cH:18][cH:19][c:20]2[n:21][c:22]2[cH:23][cH:24][cH:25][cH:26][c:27]12. Reactants: C1(=CC=CC=C1)NC(NN)=O (4-phenylsemicarbazide), C(=O)O (formic acid). Product: C(=O)NNC(=O)NC1=CC=CC=C1 (1-formyl-4-phenylsemicarbazide). Reaction SMILES: [C:1]1([NH:7][C:8](=[O:11])[NH:9][NH2:10])[CH:6]=[CH:5][CH:4]=[CH:3][CH:2]=1.[CH:12](O)=[O:13]>>[CH:12]([NH:10][NH:9][C:8]([NH:7][C:1]1[CH:2]=[CH:3][CH:4]=[CH:5][CH:6]=1)=[O:11])=[O:13]. Procedure: Other known methods for the preparation of 4-aryl-1,2,4-triazol-3-ones involve the use of hydrazine as a raw material. In one such method, phenylurea is reacted with hydrazine to give a 4-phenylsemicarbazide. The semicarbazide is then condensed with ethyl formate to give the 4-phenyltriazolone. The overall yield from this method is about 20%. In another method, a 4-phenylsemicarbazide is reacted with formic acid to form the 1-formyl-4-phenylsemicarbazide intermediate, followed by intramolecular ...